This data is from the Open Reaction Database (ORD), a public repository of structured organic reaction records. The task is: describe an organic reaction: reactants, conditions, products, and yield The reactants are [H][H] (hydrogen), [H-].[Na+] (sodium hydride), C(C)OC(C1=CC(=CC=C1)I)=O (3-iodobenzoic acid ethyl ester), CC(=O)C (acetone). Solvent: C1CCOC1 (THF). Conditions: temperature 25 celsius, time 20 minute. Yields the product IC=1C=C(C=CC1)C(CC(C)=O)=O (1-(3-iodo-phenyl)-butane-1,3-dione). Isolated yield 48.6%. RXN SMILES: [H-].[Na+].C(O[C:6](=[O:14])[C:7]1[CH:12]=[CH:11][CH:10]=[C:9]([I:13])[CH:8]=1)C.[CH3:15][C:16]([CH3:18])=[O:17].[H][H]>C1COCC1>[I:13][C:9]1[CH:8]=[C:7]([C:6](=[O:14])[CH2:15][C:16](=[O:17])[CH3:18])[CH:12]=[CH:11][CH:10]=1 |f:0.1|. Procedure: 4.0 g (100 mmol) sodium hydride (60%) was added to a stirred solution of 13.8 g (50 mmol) 3-iodobenzoic acid ethyl ester and 12 mL (160 mmol) acetone in 25 mL anhydrous THF. The mixture was stirred at 25° C. for 20 min, then slowly warmed to 30° C. An exothermic reaction started, and the temperature was kept below 30° C. with water bath. After 1 h the hydrogen evolution stopped, and the mixture was cooled to 5° C., and quenched with 150 mL 3% aqueous hydrochloric acid. 200 mL ether was added to ... Reactants: COCOCCCBr, C1CCOC1, [Li]CCCC, CCCCCC, Clc1cncc(Cl)c1. The product is COCOCCCc1c(Cl)cncc1Cl. As a reaction SMILES: [Br:20][CH2:21][CH2:22][CH2:23][O:24][CH2:25][O:26][CH3:27].[CH2:28]1[O:29][CH2:30][CH2:31][CH2:32]1.[CH2:9]([Li:10])[CH2:11][CH2:12][CH3:13].[CH3:14][CH2:15][CH2:16][CH2:17][CH2:18][CH3:19].[Cl:1][c:2]1[cH:3][n:4][cH:5][c:6]([Cl:8])[cH:7]1>>[Cl:1][c:2]1[cH:3][n:4][cH:5][c:6]([Cl:8])[c:7]1[CH2:21][CH2:22][CH2:23][O:24][CH2:25][O:26][CH3:27]. Starting materials: C(C)OC=1C=C(C=CC1)N1C(=NC(=C1)C(=O)O)C1=C(C=C(C=C1)C)F (1-(3-Ethoxyphenyl)-2-(2-fluoro-4-methyl-phenyl)-1H-imidazole-4-carboxylic acid), Cl (Hydrochloric acid), C(C)OC=1C=C(C=CC1)N1C(=NC(=C1)C(=O)OCC)C1=C(C=C(C=C1)C)F (ethyl 1-(3-ethoxyphenyl)-2-(2-fluoro-4-methylphenyl)-1H-imidazole-4-carboxylate), [OH-].[Na+] (NaOH). Solvent: O1CCCC1 (tetrahydrofuran), O (water), CO (methanol). Conditions: time 8 hour. Yields the product C(C)OC=1C=C(C=CC1)NC(=N)C1=C(C=C(C=C1)C)F (N-(3-Ethoxyphenyl)-2-fluoro-4-methylbenzenecarboximidamide). As a reaction SMILES: [CH2:1]([O:3][C:4]1[CH:5]=[C:6]([N:10]2C=C(C(O)=O)[N:12]=[C:11]2[C:18]2[CH:23]=[CH:22][C:21]([CH3:24])=[CH:20][C:19]=2[F:25])[CH:7]=[CH:8][CH:9]=1)[CH3:2].C(OC1C=C(N2C=C(C(OCC)=O)N=C2C2C=CC(C)=CC=2F)C=CC=1)C.[OH-].[Na+].Cl>O1CCCC1.O.CO>[CH2:1]([O:3][C:4]1[CH:5]=[C:6]([NH:10][C:11]([C:18]2[CH:23]=[CH:22][C:21]([CH3:24])=[CH:20][C:19]=2[F:25])=[NH:12])[CH:7]=[CH:8][CH:9]=1)[CH3:2] |f:2.3|. Procedure details: To a solution of 2.2 mL (4.4 mmol) of 2.0 M (in tetrahydrofuran) sodium bis(trimethylsilyl)amide in 10 mL of tetrahydrofuran at ambient temperature was added 0.52 mL (4.0 mmol) of 3-ethoxyaniline and the resulting solution was stirred for 20 min. To this reaction mixture was added 0.54 g (4.0 mmol) of 4-fluoro-4-methylbenzonitrile. The resulting mixture was stirred at ambient temperature for 3 hrs and then poured into brine (25 mL) and dichloromethane (50 mL). The organic layer was separated and... The reactants are C[Si](C)(C)OP(=O)=O (trimethylsilyl polyphosphate), NC=1C(=NC=CC1)O (3-aminopyridin-2-ol), COC=1C=C(C(=O)O)C=CC1C1=NC=CC=C1 (3-methoxy-4-pyridin-2-ylbenzoic acid). Conditions: temperature 200 celsius. Product: COC=1C=C(C=CC1C1=NC=CC=C1)C=1OC2=NC=CC=C2N1 (2-(3-methoxy-4-pyridin-2-ylphenyl)[1,3]oxazolo[5,4-b]pyridine). RXN SMILES: C[Si](OP(=O)=O)(C)C.[NH2:9][C:10]1[C:11]([OH:16])=[N:12][CH:13]=[CH:14][CH:15]=1.[CH3:17][O:18][C:19]1[CH:20]=[C:21]([CH:25]=[CH:26][C:27]=1[C:28]1[CH:33]=[CH:32][CH:31]=[CH:30][N:29]=1)[C:22](O)=O>>[CH3:17][O:18][C:19]1[CH:20]=[C:21]([C:22]2[O:16][C:11]3[C:10]([N:9]=2)=[CH:15][CH:14]=[CH:13][N:12]=3)[CH:25]=[CH:26][C:27]=1[C:28]1[CH:33]=[CH:32][CH:31]=[CH:30][N:29]=1. Reported procedure: To 5 mL of trimethylsilyl polyphosphate was added 3-aminopyridin-2-ol (150 mg, 1.59 mmol) and 3-methoxy-4-pyridin-2-ylbenzoic acid (229 mg, 1.0 mmol). The mixture was heated at 200° C. for 2 h, quenched over ice, and made basic (pH 14) with 1N NaOH. The aqueous phase was extracted with EtOAc (3×200 mL). The combined organic layers were washed with brine, dried over MgSO4, filtered, and concentrated in vacuo. The resultant oil was taken up in a minimum of EtOAc and purified by prep TLC (1:1 EtOAc... Starting materials: O=S([O-])c1ccc2cc(-c3ccc(F)cc3)ccc2c1, Ic1ccccc1Cn1cncn1, [Na+]. Yields the product O=S(=O)(c1ccc2cc(-c3ccc(F)cc3)ccc2c1)c1ccccc1Cn1cncn1. Reaction SMILES: [F:14][c:15]1[cH:16][cH:17][c:18](-[c:21]2[cH:22][c:23]3[cH:24][cH:25][c:26]([S:31](=[O:32])[O-:33])[cH:27][c:28]3[cH:29][cH:30]2)[cH:19][cH:20]1.[I:1][c:2]1[c:3]([CH2:4][n:5]2[n:6][cH:7][n:8][cH:9]2)[cH:10][cH:11][cH:12][cH:13]1.[Na+:34]>>[c:2]1([S:31]([c:26]2[cH:25][cH:24][c:23]3[cH:22][c:21](-[c:18]4[cH:17][cH:16][c:15]([F:14])[cH:20][cH:19]4)[cH:30][cH:29][c:28]3[cH:27]2)(=[O:32])=[O:33])[c:3]([CH2:4][n:5]2[n:6][cH:7][n:8][cH:9]2)[cH:10][cH:11][cH:12][cH:13]1. RXN SMILES: C([O:5][C:6]([N:8]1[CH2:15][CH:14]2[N:16]([CH2:17][C:18]3[NH:19][C:20]([C:36]4[S:37][CH:38]=[CH:39][N:40]=4)=[N:21][C@@H:22]([C:28]4[CH:33]=[CH:32][C:31]([F:34])=[CH:30][C:29]=4[Cl:35])[C:23]=3[C:24]([O:26][CH3:27])=[O:25])[CH:10]([CH2:11][O:12][CH2:13]2)[CH2:9]1)=O)(C)(C)C.[C:41](O)(C(F)(F)F)=O.C(=O)(O)[O-].[Na+]>C(Cl)Cl>[CH3:27][O:26][C:24]([C:23]1[C@H:22]([C:28]2[CH:33]=[CH:32][C:31]([F:34])=[CH:30][C:29]=2[Cl:35])[N:21]=[C:20]([C:36]2[S:37][CH:38]=[CH:39][N:40]=2)[NH:19][C:18]=1[CH2:17][N:16]1[CH:14]2[CH2:15][N:8]([C:6](=[O:5])[CH3:41])[CH2:9][CH:10]1[CH2:11][O:12][CH2:13]2)=[O:25] |f:2.3|. Isolated yield 98.0%. Yields the product COC(=O)C=1[C@@H](N=C(NC1CN1C2COCC1CN(C2)C(C)=O)C=2SC=CN2)C2=C(C=C(C=C2)F)Cl ((R)-6-(7-acetyl-3-oxa-7,9-diaza-bicyclo[3.3.1]non-9-ylmethyl)-4-(2-chloro-4-fluoro-phenyl)-2-thiazol-2-yl-1,4-dihydro-pyrimidine-5-carboxylic acid methyl ester), yellow oil. The solvent is C(Cl)Cl (CH2Cl2). Run at time 16 hour. Procedure: To a solution of 9-[(R)-6-(2-chloro-4-fluoro-phenyl)-5-methoxycarbonyl-2-thiazol-2-yl-3,6-dihydro-pyrimidin-4-ylmethyl]-3-oxa-7,9-diaza-bicyclo[3.3.1]nonane-7-carboxylic acid tert-butyl ester (280 mg, 0.47 mmol) in CH2Cl2 (10 mL) was added TFA (2 mL) dropwise in ice-bath. The mixture was stirred at room temperature for 16 hours. The mixture was neutralized with a saturated aqueous sodium bicarbonate solution and then extracted with CH2Cl2 (20 mL×2). The organic layer was washed with saturated aq... The reactants are C(C)(C)(C)OC(=O)N1CC2COCC(C1)N2CC=2NC(=N[C@H](C2C(=O)OC)C2=C(C=C(C=C2)F)Cl)C=2SC=CN2 (9-[(R)-6-(2-chloro-4-fluoro-phenyl)-5-methoxycarbonyl-2-thiazol-2-yl-3,6-dihydro-pyrimidin-4-ylmethyl]-3-oxa-7,9-diaza-bicyclo[3.3.1]nonane-7-carboxylic acid tert-butyl ester), C(=O)(C(F)(F)F)O (TFA), C([O-])(O)=O.[Na+] (sodium bicarbonate). Starting materials: ClC1=CC=C(C(=O)C=2C(=NC(=NC2)C(F)F)Cl)C=C1 (5-(4-chlorobenzoyl)-4-chlorodifluoromethylpyrimidine), C(C)O (ethanol). Run in CC(=O)C (acetone). Reaction conditions: temperature 0 celsius, time 2 hour. Product: ClC1=NC(=NC=C1C(O)C1=CC=C(C=C1)Cl)C(F)F (4-Chlorodifluoromethyl-5-[(4-chlorophenyl)hydroxymethyl]pyrimidine). Isolated yield 91.9%. Reaction SMILES: [Cl:1][C:2]1[CH:19]=[CH:18][C:5]([C:6]([C:8]2[C:9]([Cl:17])=[N:10][C:11]([CH:14]([F:16])[F:15])=[N:12][CH:13]=2)=[O:7])=[CH:4][CH:3]=1.C(O)C>CC(C)=O>[Cl:17][C:9]1[C:8]([CH:6]([C:5]2[CH:4]=[CH:3][C:2]([Cl:1])=[CH:19][CH:18]=2)[OH:7])=[CH:13][N:12]=[C:11]([CH:14]([F:15])[F:16])[N:10]=1. Reported procedure: 12 g of 5-(4-chlorobenzoyl)-4-chlorodifluoromethylpyrimidine and 6 g of a t-butylamine borane complex were added to 100 ml of ethanol, and the resulting mixture was stirred at 0° C. for 2 hours. Then, 20 ml of acetone was added thereto, and the mixture was stirred at 0° C. for 1 hour. The solvent was distilled off under reduced pressure, and the residue was purified by silica gel column chromatography (developing solvent: chloroform) to obtain 11.1 g of the desired product as a pale yellow visco...